Dataset: the Open Reaction Database (ORD), a public repository of structured organic reaction records. Task: describe an organic reaction: reactants, conditions, products, and yield Starting materials: C1CCOC1, [Li+], [OH-], O, COC(=O)C(Cc1ccc(CCOc2ccc(OS(C)(=O)=O)cc2)cc1)SCCc1ccc(O)cc1. Product: CS(=O)(=O)Oc1ccc(OCCc2ccc(CC(SCCc3ccc(O)cc3)C(=O)O)cc2)cc1. Reaction SMILES: [CH2:39]1[O:40][CH2:41][CH2:42][CH2:43]1.[Li+:37].[OH-:38].[OH2:44].[OH:1][c:2]1[cH:3][cH:4][c:5]([CH2:8][CH2:9][S:10][CH:11]([C:12](=[O:13])[O:14][CH3:15])[CH2:16][c:17]2[cH:18][cH:19][c:20]([CH2:23][CH2:24][O:25][c:26]3[cH:27][cH:28][c:29]([O:32][S:33](=[O:34])(=[O:35])[CH3:36])[cH:30][cH:31]3)[cH:21][cH:22]2)[cH:6][cH:7]1>>[OH:1][c:2]1[cH:3][cH:4][c:5]([CH2:8][CH2:9][S:10][CH:11]([C:12](=[O:13])[OH:14])[CH2:16][c:17]2[cH:18][cH:19][c:20]([CH2:23][CH2:24][O:25][c:26]3[cH:27][cH:28][c:29]([O:32][S:33](=[O:34])(=[O:35])[CH3:36])[cH:30][cH:31]3)[cH:21][cH:22]2)[cH:6][cH:7]1.